Dataset: the Open Reaction Database (ORD), a public repository of structured organic reaction records. Task: describe an organic reaction: reactants, conditions, products, and yield Reactants: NC1=C(C=CC(=C1)CC(C)C)C=1C(=CC=CC1)S(=O)(=O)NC1=C(C(=NO1)C)C (2′-Amino-N-(3,4-dimethyl-5-isoxazolyl)-4′-(2-methyl-propyl)[1,1′-biphenyl]-2-sulfonamide), C(C)(=O)O (acetic acid), C(C)=O (acetaldehyde), C(C)(=O)O[BH-](OC(C)=O)OC(C)=O.[Na+] (sodium triacetoxyborohydride). Run in ClC(C)Cl (dichloroethane), C(C)(=O)OCC (ethyl acetate). Conditions: temperature 7.5 celsius, time 2 hour. Product: CC1=NOC(=C1C)NS(=O)(=O)C=1C(=CC=CC1)C1=C(C=C(C=C1)CC(C)C)NCC (N-(3,4-Dimethyl-5-isoxazolyl)-2′-ethylamino-4′-(2-methylpropyl)-[1,1′-biphenyl]-2-sulfonamide). Yield: 52.6%. Reaction SMILES: [NH2:1][C:2]1[CH:7]=[C:6]([CH2:8][CH:9]([CH3:11])[CH3:10])[CH:5]=[CH:4][C:3]=1[C:12]1[C:13]([S:18]([NH:21][C:22]2[O:26][N:25]=[C:24]([CH3:27])[C:23]=2[CH3:28])(=[O:20])=[O:19])=[CH:14][CH:15]=[CH:16][CH:17]=1.[C:29](O)(=O)[CH3:30].C(=O)C.C(O[BH-](OC(=O)C)OC(=O)C)(=O)C.[Na+]>ClC(Cl)C.C(OCC)(=O)C>[CH3:27][C:24]1[C:23]([CH3:28])=[C:22]([NH:21][S:18]([C:13]2[C:12]([C:3]3[CH:4]=[CH:5][C:6]([CH2:8][CH:9]([CH3:11])[CH3:10])=[CH:7][C:2]=3[NH:1][CH2:29][CH3:30])=[CH:17][CH:16]=[CH:15][CH:14]=2)(=[O:20])=[O:19])[O:26][N:25]=1 |f:3.4|. Procedure details: To a solution of the compound of Example 32 (0.16 g, 0.4 mmol) and acetic acid (0.06 g, 1 mmol) in dichloroethane (2.5 mL) at 0° C., acetaldehyde (24 mg, 0.55 mmol) and sodium triacetoxyborohydride (212 mg, 1 mmol) were added. The mixture was stirred at 0-15° C. for 2 hours, diluted with ethyl acetate, extracted with water and brine, dried and concentrated. The residue was chromatographed on silica gel with 4:1 hexanes/ethyl acetate to afford the title compound (90 mg, 53%) as a light yellow gum... Starting materials: C1(=CC=CC=C1)OC(NC=1C(=NC(=C(C1)CC)C)OC)=O (Phenyl-N-(5-ethyl-2-methoxy-6-methylpyridin-3-yl)carbamate), C(C)(C)C1=CC=C(C=C1)N1CCNCC1 (1-(4-isopropylphenyl)piperazine). Product: C(C)C=1C=C(C(=NC1C)OC)NC(=O)N1CCN(CC1)C1=CC=C(C=C1)C(C)C (1-[(5-ethyl-2-methoxy-6-methylpyridin-3-yl)aminocarbonyl]-4-(4-isopropylphenyl)piperazine). Yield: 68.0%. As a reaction SMILES: C1(O[C:8](=[O:21])[NH:9][C:10]2[C:11]([O:19][CH3:20])=[N:12][C:13]([CH3:18])=[C:14]([CH2:16][CH3:17])[CH:15]=2)C=CC=CC=1.[CH:22]([C:25]1[CH:30]=[CH:29][C:28]([N:31]2[CH2:36][CH2:35][NH:34][CH2:33][CH2:32]2)=[CH:27][CH:26]=1)([CH3:24])[CH3:23]>>[CH2:16]([C:14]1[CH:15]=[C:10]([NH:9][C:8]([N:34]2[CH2:35][CH2:36][N:31]([C:28]3[CH:29]=[CH:30][C:25]([CH:22]([CH3:24])[CH3:23])=[CH:26][CH:27]=3)[CH2:32][CH2:33]2)=[O:21])[C:11]([O:19][CH3:20])=[N:12][C:13]=1[CH3:18])[CH3:17]. Procedure: Phenyl-N-(5-ethyl-2-methoxy-6-methylpyridin-3-yl)carbamate and 1-(4-isopropylphenyl)piperazine were reacted by the same way with the example 1 to obtain the titled compound. Reactants: [OH-].[Na+] (sodium hydroxide), CC1([C@@H](N2[C@H](S1)[C@@H](C2=O)NC(=O)[C@@H](C=3C=CC=CC3)N)C(=O)O)C.O.O.O (ampicillin trihydrate). Run in O (water). The product is CC1([C@@H](N2[C@H](S1)[C@@H](C2=O)NC(=O)[C@@H](C3=CC=CC=C3)N)C(=O)[O-])C.[Na+] (sodium ampicillin). The yield is 98.7%. RXN SMILES: [OH-].[Na+:2].[CH3:3][C:4]1([CH3:26])[S:8][C@@H:7]2[C@H:9]([NH:12][C:13]([C@H:15]([NH2:22])[C:16]3[CH:17]=[CH:18][CH:19]=[CH:20][CH:21]=3)=[O:14])[C:10](=[O:11])[N:6]2[C@H:5]1[C:23]([OH:25])=[O:24].O.O.O>O>[CH3:3][C:4]1([CH3:26])[S:8][C@@H:7]2[C@H:9]([NH:12][C:13]([C@H:15]([NH2:22])[C:16]3[CH:17]=[CH:18][CH:19]=[CH:20][CH:21]=3)=[O:14])[C:10](=[O:11])[N:6]2[C@H:5]1[C:23]([O-:25])=[O:24].[Na+:2] |f:0.1,2.3.4.5,7.8|. Procedure: 6 ml of an aqueous 1N sodium hydroxide solution (6 millimols of NaOH) which had been cooled to about 0° C. was added dropwise over a period of 5 minutes to a suspension of 2.42 gm (6 millimols) of ampicillin trihydrate in 24 ml of water at about 0° C., while cooling and vigorously stirring. The resulting clear solution was immediately sterile-filtered, that is, filtered to remove suspended particles, and the filtrate was without delay frozen in bulk by the shell-freezing process. Thereafter, the... Reactants: COC1=C(C(=CC(=C1)OC)OC)N=C=O (2,4,6-trimethoxyphenylisocyanate), CC(CC1=CC=C(CN)C=C1)(C)C (4-(2,2-dimethylpropyl)benzylamine). The solvent is C(Cl)Cl (methylene chloride). Yields the product COC1=C(C(=CC(=C1)OC)OC)N(C(=O)NCC1=CC=C(C=C1)CC(C)(C)C)CCCCCCC (N-(2,4,6-trimethoxyphenyl)-N'-[4-(2,2-dimethylpropyl)phenylmethyl]-N-heptylurea), product. Isolated yield 71.0%. Reaction SMILES: [CH3:1][O:2][C:3]1[CH:8]=[C:7]([O:9][CH3:10])[CH:6]=[C:5]([O:11][CH3:12])[C:4]=1[N:13]=[C:14]=[O:15].[CH3:16][C:17]([CH3:28])([CH3:27])[CH2:18][C:19]1[CH:26]=[CH:25][C:22]([CH2:23][NH2:24])=[CH:21][CH:20]=1>C(Cl)Cl>[CH3:12][O:11][C:5]1[CH:6]=[C:7]([O:9][CH3:10])[CH:8]=[C:3]([O:2][CH3:1])[C:4]=1[N:13]([CH2:16][CH2:17][CH2:18][CH2:19][CH2:20][CH2:21][CH3:22])[C:14]([NH:24][CH2:23][C:22]1[CH:21]=[CH:20][C:19]([CH2:18][C:17]([CH3:28])([CH3:27])[CH3:16])=[CH:26][CH:25]=1)=[O:15]. Procedure: The title compound was prepared according to the procedure of Example 97, but using 760 mg (3.63 mmole) 2,4,6-trimethoxyphenylisocyanate, 1.0 g (3.63 mmole) 4-(2,2-dimethylpropyl)benzylamine, and 20 ml methylene chloride. There was obtained 1.25 g product. Reactants: O (water), BrC=1C=C(C=CC1Cl)C(C1(CC1)C(=O)OC(C)(C)C)O ((+/−)-tert-butyl 1-[(3-bromo-4-chlorophenyl)(hydroxy)methyl]cyclopropanecarboxylate), [H-].[Na+] (sodium hydride), CI (methyl iodide). The solvent is CN(C)C=O (DMF). Reaction conditions: time 1.5 hour. Yields the product BrC=1C=C(C=CC1Cl)C(C1(CC1)C(=O)OC(C)(C)C)OC ((+/−)-tert-Butyl 1-[(3-bromo-4-chlorophenyl)(methoxy)methyl]cyclopropanecarboxylate). As a reaction SMILES: [Br:1][C:2]1[CH:3]=[C:4]([CH:9]([OH:20])[C:10]2([C:13]([O:15][C:16]([CH3:19])([CH3:18])[CH3:17])=[O:14])[CH2:12][CH2:11]2)[CH:5]=[CH:6][C:7]=1[Cl:8].[CH3:21]I.[H-].[Na+].O>CN(C=O)C>[Br:1][C:2]1[CH:3]=[C:4]([CH:9]([O:20][CH3:21])[C:10]2([C:13]([O:15][C:16]([CH3:17])([CH3:19])[CH3:18])=[O:14])[CH2:11][CH2:12]2)[CH:5]=[CH:6][C:7]=1[Cl:8] |f:2.3|. Procedure: 16.0 g (44.2 mmol) of (+/−)-tert-butyl 1-[(3-bromo-4-chlorophenyl)(hydroxy)methyl]cyclopropanecarboxylate were dissolved in 80 ml of DMF, and 4.1 ml (66.6 mmol) of methyl iodide were added at RT. The reaction mixture was cooled to +10° C., and 1.95 g (60% in mineral oil, 48.7 mmol) of sodium hydride were added in several portions. Ten minutes after the addition had ended, the mixture was warmed to RT and stirred at RT for a further 1.5 h. The reaction mixture was then added to water and extracte... Reactants: CO, CS(=O)(=O)c1cccc(C(=O)O)c1, O=S(=O)(O)O. Product: COC(=O)c1cccc(S(C)(=O)=O)c1. As a reaction SMILES: [CH3:19][OH:20].[CH3:1][S:2](=[O:3])(=[O:4])[c:5]1[cH:6][c:7]([C:8](=[O:9])[OH:10])[cH:11][cH:12][cH:13]1.[S:14](=[O:15])(=[O:16])([OH:17])[OH:18]>>[CH3:1][S:2](=[O:3])(=[O:4])[c:5]1[cH:6][c:7]([C:8](=[O:9])[O:10][CH3:19])[cH:11][cH:12][cH:13]1. The reactants are c1ccc(CN2CCOc3ccccc3C2)cc1, CCO, [Pd]. The product is c1ccc2c(c1)CNCCO2. As a reaction SMILES: [CH2:1]([c:2]1[cH:3][cH:4][cH:5][cH:6][cH:7]1)[N:8]1[CH2:9][CH2:10][O:11][c:12]2[c:13]([cH:15][cH:16][cH:17][cH:18]2)[CH2:14]1.[CH3:19][CH2:20][OH:21].[Pd:22]>>[NH:8]1[CH2:9][CH2:10][O:11][c:12]2[c:13]([cH:15][cH:16][cH:17][cH:18]2)[CH2:14]1.